From a dataset of the Open Reaction Database (ORD), a public repository of structured organic reaction records. describe an organic reaction: reactants, conditions, products, and yield The reactants are NCCN(C1(C(NC2=CC(=CC=C12)Cl)=O)CC1=CC(=CC=C1)Cl)C(C)C (rac-3-[(2-Amino-ethyl)-isopropyl-amino]-6-chloro-3-(3-chloro-benzyl)-1,3-dihydro-indol-2-one), C(=O)([O-])[O-].[K+].[K+] (K2CO3), CS(=O)(=O)Cl (methylsulfonyl chloride). Solvent: C(Cl)Cl (DCM). Reaction conditions: time 2 hour. Product: ClC1=CC=C2C(C(NC2=C1)=O)(CC1=CC(=CC=C1)Cl)N(CCNS(=O)(=O)C)C(C)C (rac-N-(2-{[6-Chloro-3-(3-chloro-benzyl)-2-oxo-2,3-dihydro-1H-indol-3-yl]-isopropyl-amino}-ethyl)-methanesulfonamide). The yield is 106.3%. RXN SMILES: [NH2:1][CH2:2][CH2:3][N:4]([CH:24]([CH3:26])[CH3:25])[C:5]1([CH2:16][C:17]2[CH:22]=[CH:21][CH:20]=[C:19]([Cl:23])[CH:18]=2)[C:13]2[C:8](=[CH:9][C:10]([Cl:14])=[CH:11][CH:12]=2)[NH:7][C:6]1=[O:15].C([O-])([O-])=O.[K+].[K+].[CH3:33][S:34](Cl)(=[O:36])=[O:35]>C(Cl)Cl>[Cl:14][C:10]1[CH:9]=[C:8]2[C:13]([C:5]([N:4]([CH:24]([CH3:26])[CH3:25])[CH2:3][CH2:2][NH:1][S:34]([CH3:33])(=[O:36])=[O:35])([CH2:16][C:17]3[CH:22]=[CH:21][CH:20]=[C:19]([Cl:23])[CH:18]=3)[C:6](=[O:15])[NH:7]2)=[CH:12][CH:11]=1 |f:1.2.3|. Reported procedure: To a mixture of rac-3-[(2-Amino-ethyl)-isopropyl-amino]-6-chloro-3-(3-chloro-benzyl)-1,3-dihydro-indol-2-one (50 mg, 0.13 mmol) and K2CO3 (35 mg, 0.25 mmol) in DCM (2 mL) was added methylsulfonyl chloride (16 mg, 0.14 mmol). The resulting solution was stirred at room temperature for 2 hr, then purified by flash column chromatography to give 65 mg rac-N-(2-{[6-Chloro-3-(3-chloro-benzyl)-2-oxo-2,3-dihydro-1H-indol-3-yl]-isopropyl-amino}-ethyl)-methanesulfonamide. MS: [M+H]+=470 Starting materials: CC=1C=C(C=CC1C)C1CC(CN(C1)C(=O)N1CCC(CC1)O)C(=O)O (5-(3,4-Dimethylphenyl)-1-[(4-hydroxypiperidin-1-yl)carbonyl]piperidine-3-carboxylic acid), ON=C(C)N (N′-hydroxyacetamidine). The product is CC=1C=C(C=CC1C)C1CN(CC(C1)C1=NC(=NO1)C)C(=O)N1CCC(CC1)O ((3-(3,4-Dimethylphenyl)-5-(3-methyl-1,2,4-oxadiazol-5-yl)piperidin-1-yl] (4-hydroxypiperidin-1-yl)methanone). RXN SMILES: [CH3:1][C:2]1[CH:3]=[C:4]([CH:9]2[CH2:14][N:13]([C:15]([N:17]3[CH2:22][CH2:21][CH:20]([OH:23])[CH2:19][CH2:18]3)=[O:16])[CH2:12][CH:11]([C:24](O)=[O:25])[CH2:10]2)[CH:5]=[CH:6][C:7]=1[CH3:8].O[N:28]=[C:29]([NH2:31])[CH3:30]>>[CH3:1][C:2]1[CH:3]=[C:4]([CH:9]2[CH2:10][CH:11]([C:24]3[O:25][N:31]=[C:29]([CH3:30])[N:28]=3)[CH2:12][N:13]([C:15]([N:17]3[CH2:22][CH2:21][CH:20]([OH:23])[CH2:19][CH2:18]3)=[O:16])[CH2:14]2)[CH:5]=[CH:6][C:7]=1[CH3:8]. Procedure details: 200 mg (0.54 mmol) of the compound from Example 128A and 62 mg (0.81 mmol) of N′-hydroxyacetamidine were reacted according to the General Method 2. Yield: 154 mg (69% of theory) The solvent is C1CCOC1 (THF). Conditions: time 16 hour. RXN SMILES: [OH-].[Li+].O.[CH2:4]([N:11]([C:28]([O:30][C:31]([CH3:34])([CH3:33])[CH3:32])=[O:29])[CH:12]([CH2:18][CH2:19][C:20]1[CH:25]=[CH:24][C:23]([Cl:26])=[C:22]([Cl:27])[CH:21]=1)[C:13]([O:15]CC)=[O:14])[C:5]1[CH:10]=[CH:9][CH:8]=[CH:7][CH:6]=1.C(O)(=O)C>C1COCC1>[CH2:4]([N:11]([C:28]([O:30][C:31]([CH3:34])([CH3:33])[CH3:32])=[O:29])[CH:12]([CH2:18][CH2:19][C:20]1[CH:25]=[CH:24][C:23]([Cl:26])=[C:22]([Cl:27])[CH:21]=1)[C:13]([OH:15])=[O:14])[C:5]1[CH:10]=[CH:9][CH:8]=[CH:7][CH:6]=1 |f:0.1|. Isolated yield 89.0%. The reactants are C(C)(=O)O (Acetic acid), [OH-].[Li+] (Lithium hydroxide), O (water), C(C1=CC=CC=C1)N(C(C(=O)OCC)CCC1=CC(=C(C=C1)Cl)Cl)C(=O)OC(C)(C)C (Ethyl 2-[N-(benzyl)-tert-butyloxycarbonylamino]-4-(3,4-dichlorophenyl)butanoate). Procedure: Lithium hydroxide (80 mg 1.8 mmol) and water (2 ml) were added to a solution of the product of step (c) (280 mg, 0.6 mmol) in THF (5 ml) and the mixture was stirred at room temperature for 16 hours. Acetic acid (0.5 ml) was added and the mixture was partitioned between ethyl acetate and water. The organic layer was dried (Na2SO4) and the solvent was evaporated under reduced pressure to give the title compound as a colourless foam (234 mg) m/e (CI+) 438 (MH+). Product: C(C1=CC=CC=C1)N(C(C(=O)O)CCC1=CC(=C(C=C1)Cl)Cl)C(=O)OC(C)(C)C (2-[N-(Benzyl)-tert-butyloxycarbonylamino]-4-(3,4-dichlorophenyl)butanoic acid). Starting materials: BrC=1C=C(C=2C=NN(C2C1)C(C)C)C(=O)NCC=1C(NC(=CC1C)C)=O (6-bromo-N-[(4,6-dimethyl-2-oxo-1,2-dihydro-3-pyridinyl)methyl]-1-(1-methylethyl)-1H-indazole-4-carboxamide), O (Water), COC1=CC=C(C=N1)B(O)O ([6-(methyloxy)-3-pyridinyl]boronic acid), C([O-])(O)=O.[Na+] (Sodium bicarbonate). The reagents and catalysts are C1=CC=C(C=C1)P([C-]2C=CC=C2)C3=CC=CC=C3.C1=CC=C(C=C1)P([C-]2C=CC=C2)C3=CC=CC=C3.Cl[Pd]Cl.[Fe+2].C(Cl)Cl (PdCl2(dppf) CH2Cl2). Solvent: COCCOC.O (DME water). Run at temperature 110 celsius. Product: CC1=C(C(NC(=C1)C)=O)CNC(=O)C=1C=2C=NN(C2C=C(C1)C=1C=NC(=CC1)OC)C(C)C (N-[(4,6-Dimethyl-2-oxo-1,2-dihydro-3-pyridinyl)methyl]-1-(1-methylethyl)-6-[6-(methyloxy)-3-pyridinyl]-1H-indazole-4-carboxamide). The yield is 44.1%. Reaction SMILES: Br[C:2]1[CH:3]=[C:4]([C:14]([NH:16][CH2:17][C:18]2[C:19](=[O:26])[NH:20][C:21]([CH3:25])=[CH:22][C:23]=2[CH3:24])=[O:15])[C:5]2[CH:6]=[N:7][N:8]([CH:11]([CH3:13])[CH3:12])[C:9]=2[CH:10]=1.[CH3:27][O:28][C:29]1[N:34]=[CH:33][C:32](B(O)O)=[CH:31][CH:30]=1.C(=O)(O)[O-].[Na+].O>COCCOC.O.C1C=CC(P(C2C=CC=CC=2)[C-]2C=CC=C2)=CC=1.C1C=CC(P(C2C=CC=CC=2)[C-]2C=CC=C2)=CC=1.Cl[Pd]Cl.[Fe+2].C(Cl)Cl>[CH3:24][C:23]1[CH:22]=[C:21]([CH3:25])[NH:20][C:19](=[O:26])[C:18]=1[CH2:17][NH:16][C:14]([C:4]1[C:5]2[CH:6]=[N:7][N:8]([CH:11]([CH3:13])[CH3:12])[C:9]=2[CH:10]=[C:2]([C:32]2[CH:33]=[N:34][C:29]([O:28][CH3:27])=[CH:30][CH:31]=2)[CH:3]=1)=[O:15] |f:2.3,5.6,7.8.9.10.11|. Reported procedure: In a 25 mL sealable tube under nitrogen were combined 6-bromo-N-[(4,6-dimethyl-2-oxo-1,2-dihydro-3-pyridinyl)methyl]-1-(1-methylethyl)-1H-indazole-4-carboxamide (120 mg, 0.29 mmol) and [6-(methyloxy)-3-pyridinyl]boronic acid (66 mg, 0.43 mmol) in DME/water (3 mL:1 mL). PdCl2(dppf)-CH2Cl2 (11.7 mg, 0.014 mmol) was added and the resulting mixture was degassed with nitrogen for 10 min. Sodium bicarbonate (72.5 mg, 0.86 mmol) was added and the insoluble mixture was heated in a microwave at 110° C. f... Reactants: C(CCCCC)N (n-hexylamine), FC1=NC(=CC(=N1)F)OC (2,4-difluoro-6-methoxypyrimidine), C(CCC)OCCCC (butyl ether). Conditions: time 1 hour. The product is FC1=NC(=NC(=C1)OC)NCCCCCC (4-fluoro-2-n-hexylamino-6-methoxypyrimidine). RXN SMILES: [CH2:1]([NH2:7])[CH2:2][CH2:3][CH2:4][CH2:5][CH3:6].F[C:9]1[N:14]=[C:13]([F:15])[CH:12]=[C:11]([O:16][CH3:17])[N:10]=1.C(OCCCC)CCC>>[F:15][C:13]1[CH:12]=[C:11]([O:16][CH3:17])[N:10]=[C:9]([NH:7][CH2:1][CH2:2][CH2:3][CH2:4][CH2:5][CH3:6])[N:14]=1. Procedure details: 15.6 g (0.154 mol) of n-hexylamine were added at 0° to 2° C. to a stirred mixture of 10.4 g (0.071 mol) of 2,4-difluoro-6-methoxypyrimidine in 60 ml of methyl t.-butyl ether within 15 minutes. After 1 hour at 0° C., 4 hours at 25° C. and working up as in B 2-3, 9.6 g (60% of theory) of the title compound of nD23 =1.4938 were obtained. Starting materials: [Cl-].[Ca+2].[Cl-] (calcium chloride), reduced iron, [N+](=O)([O-])C1=CC=C(C=C1)CCCN1C=NC=C1 (1-[3-(4-nitrophenyl)propyl]imidazole). Run in C(C)O (ethanol). Product: N1(C=NC=C1)CCCC1=CC=C(N)C=C1 (4-[3-(imidazol-1-yl)propyl]aniline). Isolated yield 73.7%. RXN SMILES: [N+:1]([C:4]1[CH:9]=[CH:8][C:7]([CH2:10][CH2:11][CH2:12][N:13]2[CH:17]=[CH:16][N:15]=[CH:14]2)=[CH:6][CH:5]=1)([O-])=O.[Cl-].[Ca+2].[Cl-]>C(O)C>[N:13]1([CH2:12][CH2:11][CH2:10][C:7]2[CH:8]=[CH:9][C:4]([NH2:1])=[CH:5][CH:6]=2)[CH:17]=[CH:16][N:15]=[CH:14]1 |f:1.2.3|. Reported procedure: 1-[3-(4-nitrophenyl)propyl]imidazole (1.2 g) was dissolved in 85% ethanol solution (37 ml), calcium chloride (0.30 g) and reduced iron (1.5 g) were added to the mixture, and the mixture was heated to reflux for 4 hours. After cooling to room temperature, the mixture was filtered with Celite, and washed with ethyl acetate. The solvent was removed under reduced pressure, and water was added to the obtained residue, and the mixture was extracted with ethyl acetate. The organic layer was washed with... Starting materials: CSC.B (Borane methylsulfide), NC1=NOC2=C1C=CC(=C2)C#N (3-amino-6-cyano-1,2-benzisoxazole). Solvent: COCCOC (DME). Conditions: time 30 minute. Product: NC1=NOC2=C1C=CC(=C2)CN (3-Amino-6-aminomethyl-1,2-benzisoxazole). As a reaction SMILES: CSC.B.[NH2:5][C:6]1[C:10]2[CH:11]=[CH:12][C:13]([C:15]#[N:16])=[CH:14][C:9]=2[O:8][N:7]=1>COCCOC>[NH2:5][C:6]1[C:10]2[CH:11]=[CH:12][C:13]([CH2:15][NH2:16])=[CH:14][C:9]=2[O:8][N:7]=1 |f:0.1|. Procedure details: Borane methylsulfide complex (2 M in THF, 1.98 mL) was added to a stirred refluxing solution of 3-amino-6-cyano-1,2-benzisoxazole (210 mg, 1.32 mmol) in DME (10 mL). After 45 min excess methyl sulfide was evaporated and the reaction mixture was cooled and quenched with 1M HCl solution (10 mL). The mixture was stirred for 30 min and then was neutralised with sodium bicarbonate solution and concentrated to dryness. The residue was triturated with 5% methanol/chloroform, filtered and the filtrate e...